From a dataset of the Open Reaction Database (ORD), a public repository of structured organic reaction records. describe an organic reaction: reactants, conditions, products, and yield Reactants: ClC1=NC(=NC=C1C#N)SC (4-chloro-2-(methylthio)-5-pyrimidinecarbonitrile), CN (methylamine). Solvent: C(C)OCC (diethyl ether). Reaction conditions: time 8 hour. Yields the product CNC1=NC(=NC=C1C#N)SC (4-(Methylamino)-2-(methylthio)-5-pyrimidinecarbonitrile). Yield: 81.0%. As a reaction SMILES: Cl[C:2]1[C:7]([C:8]#[N:9])=[CH:6][N:5]=[C:4]([S:10][CH3:11])[N:3]=1.[CH3:12][NH2:13]>C(OCC)C>[CH3:12][NH:13][C:2]1[C:7]([C:8]#[N:9])=[CH:6][N:5]=[C:4]([S:10][CH3:11])[N:3]=1. Procedure details: Through a 5° C. solution of 14.5 g (78.1 mmol) of 4-chloro-2-(methylthio)-5-pyrimidinecarbonitrile in 800 mL of diethyl ether is bubbled methylamine gas for a period of 15 minutes. The reaction mixture is allowed to warm to room temperature, set overnight, and filtered. The solids are washed with diethyl ether, then efficiently with 50 mL of water, and dried to give 12.0 g (81%) of the title compound: mp 189-190° C.